The task is: describe an organic reaction: reactants, conditions, products, and yield. This data is from the Open Reaction Database (ORD), a public repository of structured organic reaction records. Reactants: C(C1=CC=CC=C1)N1CC(C(C2=C1N=C(N=C2NN)SC)=O)C(=O)OCC (Ethyl 8-benzyl-4-hydrazinyl-2-(methylthio)-5-oxo-5,6,7,8-tetrahydropyrido[2,3-d]pyrimidine-6-carboxylate). Solvent: Cl.O1CCOCC1 (dioxane-HCl). The product is C(C1=CC=CC=C1)N1CC(C2=NNC=3N=C(N=C1C32)SC)C(=O)OCC (ethyl 5-benzyl-7-(methylthio)-1,3,4,5-tetrahydro-1,2,5,6,8-pentaazaacenaphthylene-3-carboxylate). Isolated yield 12.3%. RXN SMILES: [CH2:1]([N:8]1[C:13]2[N:14]=[C:15]([S:20][CH3:21])[N:16]=[C:17]([NH:18][NH2:19])[C:12]=2[C:11](=O)[CH:10]([C:23]([O:25][CH2:26][CH3:27])=[O:24])[CH2:9]1)[C:2]1[CH:7]=[CH:6][CH:5]=[CH:4][CH:3]=1>Cl.O1CCOCC1>[CH2:1]([N:8]1[C:13]2[C:12]3[C:11](=[N:19][NH:18][C:17]=3[N:16]=[C:15]([S:20][CH3:21])[N:14]=2)[CH:10]([C:23]([O:25][CH2:26][CH3:27])=[O:24])[CH2:9]1)[C:2]1[CH:7]=[CH:6][CH:5]=[CH:4][CH:3]=1 |f:1.2|. Reported procedure: Ethyl 8-benzyl-4-hydrazinyl-2-(methylthio)-5-oxo-5,6,7,8-tetrahydropyrido[2,3-d]pyrimidine-6-carboxylate (45 g) was taken in 4M dioxane-HCl (500 mL) and refluxed for 16 h. The reaction was concentrated under reduced pressure. Aq. NaHCO3 (250 mL) was added to the residue and the mixture was extracted with dichloromethane (200 mL×3). The combined organic layer was washed with water (500 mL), brine (500 mL), dried over anhydrous Na2SO4, filtered and concentrated under reduced pressure to give a res... The reactants are CCCC[N+](CCCC)(CCCC)CCCC, C[Si](C)(C)CCOC(=O)c1cn(-c2ccccc2)nc1NC(=O)OCc1cc2cc(-c3ccccc3)ccc2o1, [F-], CN(C)C=O. Product: O=C(Nc1nn(-c2ccccc2)cc1C(=O)O)OCc1cc2cc(-c3ccccc3)ccc2o1. Reaction SMILES: [CH2:42]([N+:43]([CH2:44][CH2:45][CH2:46][CH3:47])([CH2:48][CH2:49][CH2:50][CH3:51])[CH2:52][CH2:53][CH2:54][CH3:55])[CH2:56][CH2:57][CH3:58].[CH3:1][Si:2]([CH2:3][CH2:4][O:7][C:8](=[O:9])[c:10]1[c:11]([NH:21][C:22](=[O:23])[O:24][CH2:25][c:26]2[o:27][c:28]3[c:29]([cH:30]2)[cH:31][c:32](-[c:35]2[cH:36][cH:37][cH:38][cH:39][cH:40]2)[cH:33][cH:34]3)[n:12][n:13](-[c:15]2[cH:16][cH:17][cH:18][cH:19][cH:20]2)[cH:14]1)([CH3:5])[CH3:6].[F-:41].[O:59]=[CH:60][N:61]([CH3:62])[CH3:63]>>[O:7]=[C:8]([OH:9])[c:10]1[c:11]([NH:21][C:22](=[O:23])[O:24][CH2:25][c:26]2[o:27][c:28]3[c:29]([cH:30]2)[cH:31][c:32](-[c:35]2[cH:36][cH:37][cH:38][cH:39][cH:40]2)[cH:33][cH:34]3)[n:12][n:13](-[c:15]2[cH:16][cH:17][cH:18][cH:19][cH:20]2)[cH:14]1.